describe an organic reaction: reactants, conditions, products, and yield From a dataset of the Open Reaction Database (ORD), a public repository of structured organic reaction records. RXN SMILES: [CH3:1][CH:2]([C:4]1[NH:8][C:7]([C:9]([O:11][CH2:12][CH3:13])=[O:10])=[N:6][CH:5]=1)[CH3:3].C1C(=O)N([Cl:21])C(=O)C1>>[Cl:21][C:5]1[N:6]=[C:7]([C:9]([O:11][CH2:12][CH3:13])=[O:10])[NH:8][C:4]=1[CH:2]([CH3:1])[CH3:3]. Starting materials: CC(C)C1=CN=C(N1)C(=O)OCC (Ethyl 5-(propan-2-yl)-1H-imidazole-2-carboxylate), C1CC(=O)N(C1=O)Cl (NCS). The product is ClC=1N=C(NC1C(C)C)C(=O)OCC (Ethyl 4-chloro-5-(propan-2-yl)-1H-imidazole-2-carboxylate). The yield is 76.9%. Procedure details: The same operation as in Example (1c) was performed using ethyl 5-(propan-2-yl)-1H-imidazole-2-carboxylate obtained in Example (35d) (0.82 g, 4.50 mmol) and NCS (0.60 g, 4.51 mmol), to obtain 0.75 g of the title compound as a white solid (77%).